Dataset: the Open Reaction Database (ORD), a public repository of structured organic reaction records. Task: describe an organic reaction: reactants, conditions, products, and yield Starting materials: C(=O)([O-])[O-].[Na+].[Na+] (Na2CO3), O.N1=NN(C2=NC=CC=C21)O (3H-[1,2,3]triazolo[4,5-b]pyridin-3-ol hydrate), Cl.CN(CCCN=C=NCC)C (N-[3-(dimethylamino)propyl]-N′-ethylcarbodiimide hydrochloride), ice, BrC=1C=C(C=2C=NN(C2C1)C1CCCC1)C(=O)O (6-bromo-1-cyclopentyl-1H-indazole-4-carboxylic acid), Cl.NCC=1C(NC(=CC1C)C)=O (3-(aminomethyl)-4,6-dimethyl-2(1H)-pyridinone hydrochloride), CN1CCOCC1 (N-methylmorpholine). Run in O (water), CS(=O)C (DMSO), CS(=O)C (DMSO). Run at time 8 hour. The product is BrC=1C=C(C=2C=NN(C2C1)C1CCCC1)C(=O)NCC=1C(NC(=CC1C)C)=O (6-bromo-1-cyclopentyl-N-((4,6-dimethyl-2-oxo-1,2-dihydropyridin-3-yl)methyl)-1H-indazole-4-carboxamide), solid. Isolated yield 98.0%. RXN SMILES: [Br:1][C:2]1[CH:3]=[C:4]([C:16]([OH:18])=O)[C:5]2[CH:6]=[N:7][N:8]([CH:11]3[CH2:15][CH2:14][CH2:13][CH2:12]3)[C:9]=2[CH:10]=1.Cl.[NH2:20][CH2:21][C:22]1[C:23](=[O:30])[NH:24][C:25]([CH3:29])=[CH:26][C:27]=1[CH3:28].Cl.CN(C)CCCN=C=NCC.O.N1C2C(=NC=CC=2)N(O)N=1.CN1CCOCC1.C([O-])([O-])=O.[Na+].[Na+]>CS(C)=O.O>[Br:1][C:2]1[CH:3]=[C:4]([C:16]([NH:20][CH2:21][C:22]2[C:23](=[O:30])[NH:24][C:25]([CH3:29])=[CH:26][C:27]=2[CH3:28])=[O:18])[C:5]2[CH:6]=[N:7][N:8]([CH:11]3[CH2:12][CH2:13][CH2:14][CH2:15]3)[C:9]=2[CH:10]=1 |f:1.2,3.4,5.6,8.9.10|. Procedure details: 6-bromo-1-cyclopentyl-1H-indazole-4-carboxylic acid (1.44 g, 4.61 mmol), 3-(aminomethyl)-4,6-dimethyl-2(1H)-pyridinone hydrochloride (1.138 g, 6.03 mmol), N-[3-(dimethylamino)propyl]-N′-ethylcarbodiimide hydrochloride (1.335 g, 6.96 mmol), and 3H-[1,2,3]triazolo[4,5-b]pyridin-3-ol hydrate (1.073 g, 6.96 mmol) were suspended in DMSO (8.00 mL), followed by N-methylmorpholine (2.82 g, 27.8 mmol). The reaction mixture was stirred at room temperature overnight to afford a slurry. The slurry was dilut... Reactants: BrC=1C(=NC=C(C(=O)NC2=CC(=C(C=C2)OC(F)(F)F)F)C1)Cl (5-bromo-6-chloro-N-(3-fluoro-4-(trifluoromethoxy)phenyl)nicotinamide), N1C[C@H](CC1)CO ((S)-1-pyrrolidin-3-yl-methanol). Yields the product BrC=1C(=NC=C(C(=O)NC2=CC(=C(C=C2)OC(F)(F)F)F)C1)N1C[C@H](CC1)CO ((S)-5-Bromo-N-(3-fluoro-4-(trifluoromethoxy)phenyl)-6-(3-(hydroxymethyl)pyrrolidin-1-yl)nicotinamide). RXN SMILES: [Br:1][C:2]1[C:3](Cl)=[N:4][CH:5]=[C:6]([CH:22]=1)[C:7]([NH:9][C:10]1[CH:15]=[CH:14][C:13]([O:16][C:17]([F:20])([F:19])[F:18])=[C:12]([F:21])[CH:11]=1)=[O:8].[NH:24]1[CH2:28][CH2:27][C@H:26]([CH2:29][OH:30])[CH2:25]1>>[Br:1][C:2]1[C:3]([N:24]2[CH2:28][CH2:27][C@H:26]([CH2:29][OH:30])[CH2:25]2)=[N:4][CH:5]=[C:6]([CH:22]=1)[C:7]([NH:9][C:10]1[CH:15]=[CH:14][C:13]([O:16][C:17]([F:20])([F:19])[F:18])=[C:12]([F:21])[CH:11]=1)=[O:8]. Procedure details: The title compound was prepared in an analogous fashion to that described in Stage 33.1 using 5-bromo-6-chloro-N-(3-fluoro-4-(trifluoromethoxy)phenyl)nicotinamide (Stage 198.2) and (S)-1-pyrrolidin-3-yl-methanol to afford an off-white crystalline solid. HPLC (Condition 4) tR=5.99 min, UPLC-MS (Condition 3) tR=1.18 min, m/z=478.1/480.1 [M+H]+. Starting materials: CC(C(=O)O)C(=O)NCc1ccccc1, CN1C(=O)C(N)N=C(c2ccccc2)c2ccccc21. The product is CC(C(=O)NCc1ccccc1)C(=O)NC1N=C(c2ccccc2)c2ccccc2N(C)C1=O. Reaction SMILES: [CH3:21][CH:22]([C:23](=[O:24])[OH:25])[C:26](=[O:27])[NH:28][CH2:29][c:30]1[cH:31][cH:32][cH:33][cH:34][cH:35]1.[NH2:1][CH:2]1[C:3](=[O:20])[N:4]([CH3:19])[c:5]2[c:6]([cH:15][cH:16][cH:17][cH:18]2)[C:7]([c:9]2[cH:10][cH:11][cH:12][cH:13][cH:14]2)=[N:8]1>>[NH:1]([CH:2]1[C:3](=[O:20])[N:4]([CH3:19])[c:5]2[c:6]([cH:15][cH:16][cH:17][cH:18]2)[C:7]([c:9]2[cH:10][cH:11][cH:12][cH:13][cH:14]2)=[N:8]1)[C:23]([CH:22]([CH3:21])[C:26](=[O:27])[NH:28][CH2:29][c:30]1[cH:31][cH:32][cH:33][cH:34][cH:35]1)=[O:24]. Reactants: CN(C)C=O, Oc1ccc2c(c1)CCN(C1CCC1)CC2, Clc1cnc(Cl)cn1, [H-], [Na+]. Yields the product Clc1cnc(Oc2ccc3c(c2)CCN(C2CCC2)CC3)cn1. RXN SMILES: [CH3:27][N:28]([CH3:29])[CH:30]=[O:31].[CH:1]1([N:5]2[CH2:6][CH2:7][c:8]3[c:9]([cH:12][c:13]([OH:16])[cH:14][cH:15]3)[CH2:10][CH2:11]2)[CH2:2][CH2:3][CH2:4]1.[Cl:19][c:20]1[n:21][cH:22][c:23]([Cl:26])[n:24][cH:25]1.[H-:17].[Na+:18]>>[CH:1]1([N:5]2[CH2:6][CH2:7][c:8]3[c:9]([cH:12][c:13]([O:16][c:23]4[cH:22][n:21][c:20]([Cl:19])[cH:25][n:24]4)[cH:14][cH:15]3)[CH2:10][CH2:11]2)[CH2:2][CH2:3][CH2:4]1. Starting materials: C(C)(C)[N-]C(C)C.[Li+] (lithium diisopropylamide), ketone, COC(P(OCC)(=O)OCC)C1=CC(=CC(=C1)OC)Cl (Diethyl 1-methoxy-1-(3-chloro-5-methoxyphenyl)methane phosphonate), C12C(C3CC(CC(C1)C3)C2)=O (2-adamantanone). Solvent: C1CCOC1 (THF), C1CCOC1 (THF). Run at temperature -68 celsius, time 1 hour. The product is ClC=1C=C(C=C(C1)OC)C(=C1C2CC3CC(CC1C3)C2)OC (3-Chloro-5-methoxy-1-(methoxytricyclo[3.3.1.13.7 ]dec-2-ylidenemethyl)benzene). The yield is 56.0%. Reaction SMILES: [CH3:1][O:2][CH:3]([C:12]1[CH:17]=[C:16]([O:18][CH3:19])[CH:15]=[C:14]([Cl:20])[CH:13]=1)P(OCC)(=O)OCC.[CH:21]12[CH2:30][CH:25]3[CH2:26][CH:27]([CH2:29][CH:23]([CH2:24]3)[C:22]1=O)[CH2:28]2.C([N-]C(C)C)(C)C.[Li+]>C1COCC1>[Cl:20][C:14]1[CH:13]=[C:12]([C:3]([O:2][CH3:1])=[C:22]2[CH:23]3[CH2:29][CH:27]4[CH2:26][CH:25]([CH2:30][CH:21]2[CH2:28]4)[CH2:24]3)[CH:17]=[C:16]([O:18][CH3:19])[CH:15]=1 |f:2.3|. Procedure details: Phosphonate 8 (4.62 g, 14 mmol) and 2-adamantanone (2.58 g, 17 mmol) were dissolved in anhydrous THF (35 ml) under argon and cooled to -68° C. Dropwise addition of lithium diisopropylamide (18.6 mmol) in anhydrous THF (20 ml) at -68° C. generated the ylid, followed by subsequent olefination of the ketone. The reaction was slowly warmed to room temperature over 2 h and then stirred at 75° C. for 1 h. The solution was partitioned between EtOAc/NH4Cl, dried over Na2 SO4, evaporated and purified by ... Reported procedure: DIPEA (93 mg, 0.72 mmol; 4.0 equivalents) was added to a suspension of 3-[4-(azetidin-1-ylcarbonyl)-2-fluorophenoxy]-5-[(1S)-2-hydroxy-1-methylethoxy]benzoic acid (70 mg), HATU-(144 mmol; 2.1 equivalents) and 1-methyl-1-H-pyrazole-3-amine (26 mg, 0.27 mmol, 1.5 equivalents) in DMF (2 mL). The resulting mixture was stirred at ambient temperature for 16 hours. The DMF was removed in vacuo, water was added and the mixture extracted with ethyl acetate. The extracts were combined, washed with brine, ... The reactants are CCN(C(C)C)C(C)C (DIPEA), N1(CCC1)C(=O)C1=CC(=C(OC=2C=C(C(=O)O)C=C(C2)O[C@H](CO)C)C=C1)F (3-[4-(azetidin-1-ylcarbonyl)-2-fluorophenoxy]-5-[(1S)-2-hydroxy-1-methylethoxy]benzoic acid), HATU-, CN1N=C(C=C1)N (1-methyl-1-H-pyrazole-3-amine). The solvent is CN(C)C=O (DMF). The yield is 53.4%. RXN SMILES: CCN(C(C)C)C(C)C.[N:10]1([C:14]([C:16]2[CH:36]=[CH:35][C:19]([O:20][C:21]3[CH:22]=[C:23]([CH:27]=[C:28]([O:30][C@@H:31]([CH3:34])[CH2:32][OH:33])[CH:29]=3)[C:24](O)=[O:25])=[C:18]([F:37])[CH:17]=2)=[O:15])[CH2:13][CH2:12][CH2:11]1.[CH3:38][N:39]1[CH:43]=[CH:42][C:41]([NH2:44])=[N:40]1>CN(C=O)C>[N:10]1([C:14]([C:16]2[CH:36]=[CH:35][C:19]([O:20][C:21]3[CH:22]=[C:23]([CH:27]=[C:28]([O:30][C@@H:31]([CH3:34])[CH2:32][OH:33])[CH:29]=3)[C:24]([NH:44][C:41]3[CH:42]=[CH:43][N:39]([CH3:38])[N:40]=3)=[O:25])=[C:18]([F:37])[CH:17]=2)=[O:15])[CH2:11][CH2:12][CH2:13]1. The product is N1(CCC1)C(=O)C1=CC(=C(OC=2C=C(C(=O)NC3=NN(C=C3)C)C=C(C2)O[C@H](CO)C)C=C1)F (3-[4-(Azetidin-1-ylcarbonyl)-2-fluorophenoxy]-5-[(1S)-2-hydroxy-1-methylethoxy]-N-(1-methyl-1H-pyrazol-3-yl)benzamide). Reaction conditions: time 16 hour. Starting materials: [H-].[K+] (Potassium hydride), [H][H] (hydrogen), oil, C1(=CC=CC2=CC=CC=C12)O (1-Naphthol). Run in O1CCCC1 (tetrahydrofuran). Yields the product C1(=CC=CC2=CC=CC=C12)[O-].[K+] (potassium naphtholate). RXN SMILES: [H-].[K+:2].[C:3]1([OH:13])[C:12]2[C:7](=[CH:8][CH:9]=[CH:10][CH:11]=2)[CH:6]=[CH:5][CH:4]=1.[H][H]>O1CCCC1>[C:3]1([O-:13])[C:12]2[C:7](=[CH:8][CH:9]=[CH:10][CH:11]=2)[CH:6]=[CH:5][CH:4]=1.[K+:2] |f:0.1,5.6|. Reported procedure: Potassium hydride (93.6 mg as a 35% oil dispersion, 0.82 mmol) was suspended in anhydrous tetrahydrofuran (2.5 mL) under nitrogen. 1-Naphthol (72 mg, 0.5 mmole) was added and the mixture was stirred until hydrogen evolution ceased (about 5 minutes) to produce potassium naphtholate. N-Fluoro-N-t-butyl-p-toluenesulfonamide (122 mg, 0.5 mmole) was dissolved in anhydrous tetrahydrofuran (2.5 mL) and the solution was added dropwise to the potassium naphtholate. After 20 minutes the reaction mixture w... The reactants are C1CCOC1, Cc1cc(C)c(C(=O)Nc2nc3cccc([N+](=O)[O-])c3s2)c(C)c1. The product is Cc1cc(C)c(C(=O)Nc2nc3cccc(N)c3s2)c(C)c1. As a reaction SMILES: [CH2:25]1[O:26][CH2:27][CH2:28][CH2:29]1.[CH3:1][c:2]1[c:3]([C:4](=[O:5])[NH:6][c:7]2[s:8][c:9]3[c:10]([n:11]2)[cH:12][cH:13][cH:14][c:15]3[N+:16]([O-:17])=[O:18])[c:19]([CH3:24])[cH:20][c:21]([CH3:23])[cH:22]1>>[CH3:1][c:2]1[c:3]([C:4](=[O:5])[NH:6][c:7]2[s:8][c:9]3[c:10]([n:11]2)[cH:12][cH:13][cH:14][c:15]3[NH2:16])[c:19]([CH3:24])[cH:20][c:21]([CH3:23])[cH:22]1.